From a dataset of the Open Reaction Database (ORD), a public repository of structured organic reaction records. describe an organic reaction: reactants, conditions, products, and yield Reactants: COC(OC)C(C)(CN)SCc1ccccc1, COCCOc1cc(N(C)S(=O)(=O)c2ccccn2)c2[nH]c(C(=O)O)cc2c1, CCN=C=NCCCN(C)C, CN(C)C=O, Cl, On1nnc2ccccc21. Yields the product COCCOc1cc(N(C)S(=O)(=O)c2ccccn2)c2[nH]c(C(=O)NCC(C)(SCc3ccccc3)C(OC)OC)cc2c1. RXN SMILES: [CH2:39]([c:40]1[cH:41][cH:42][cH:43][cH:44][cH:45]1)[S:46][C:47]([CH2:48][NH2:49])([CH:50]([O:51][CH3:52])[O:53][CH3:54])[CH3:55].[CH3:1][O:2][CH2:3][CH2:4][O:5][c:6]1[cH:7][c:8]2[cH:9][c:10]([C:26](=[O:27])[OH:28])[nH:11][c:12]2[c:13]([N:15]([S:16](=[O:17])(=[O:18])[c:19]2[n:20][cH:21][cH:22][cH:23][cH:24]2)[CH3:25])[cH:14]1.[CH3:57][N:58]([CH3:59])[CH2:60][CH2:61][CH2:62][N:63]=[C:64]=[N:65][CH2:66][CH3:67].[CH3:68][N:69]([CH3:70])[CH:71]=[O:72].[ClH:56].[n:29]1([OH:30])[c:31]2[cH:32][cH:33][cH:34][cH:35][c:36]2[n:37][n:38]1>>[CH3:1][O:2][CH2:3][CH2:4][O:5][c:6]1[cH:7][c:8]2[cH:9][c:10]([C:26](=[O:27])[NH:49][CH2:48][C:47]([S:46][CH2:39][c:40]3[cH:41][cH:42][cH:43][cH:44][cH:45]3)([CH:50]([O:51][CH3:52])[O:53][CH3:54])[CH3:55])[nH:11][c:12]2[c:13]([N:15]([S:16](=[O:17])(=[O:18])[c:19]2[n:20][cH:21][cH:22][cH:23][cH:24]2)[CH3:25])[cH:14]1. Starting materials: COC=1N=CC=2CCCC(C2C1)=NO (3-methoxy-7,8-dihydro-5(6H)-isoquinolinone oxime), CC(=O)C (acetone). Run in Cl (hydrochloric acid). The product is COC=1N=CC=2CCCC(C2C1)=O (3-Methoxy-7,8-dihydro-5(6H)-isoquinolinone). RXN SMILES: [CH3:1][O:2][C:3]1[N:4]=[CH:5][C:6]2[CH2:7][CH2:8][CH2:9][C:10](=NO)[C:11]=2[CH:12]=1.CC(C)=[O:17]>Cl>[CH3:1][O:2][C:3]1[N:4]=[CH:5][C:6]2[CH2:7][CH2:8][CH2:9][C:10](=[O:17])[C:11]=2[CH:12]=1. Reported procedure: A solution of 3-methoxy-7,8-dihydro-5(6H)-isoquinolinone oxime (1.20 g, 6.25 mmol) in a mixture of acetone (40 ml) and 6M hydrochloric acid (27 ml) was refluxed for 4 h then allowed to cool to room temperature. The mixture was concentrated to remove acetone then basified with sodium carbonate and extracted four times with ethyl acetate. The combined organic extracts were dried (MgSO4), concentrated and the residue subjected to column chromatography (silica, ethyl acetate-hexane, 1:4) to afford t... Starting materials: BrCCCCCCCCCCC(=O)O (11-bromoundecanoic acid), NC(=S)N (thiourea), C(C)O (ethanol), [OH-].[Na+] (sodium hydroxide), BrCCCCCCCCCCC(=O)O (11-bromoundecanoic acid). Run in O (water). Run at time 8 hour. Product: SCCCCCCCCCCC(=O)O (11-mercaptoundecanoic acid). Yield: 45.5%. As a reaction SMILES: Br[CH2:2][CH2:3][CH2:4][CH2:5][CH2:6][CH2:7][CH2:8][CH2:9][CH2:10][CH2:11][C:12]([OH:14])=[O:13].NC(N)=[S:17].C(O)C.[OH-].[Na+]>O>[SH:17][CH2:2][CH2:3][CH2:4][CH2:5][CH2:6][CH2:7][CH2:8][CH2:9][CH2:10][CH2:11][C:12]([OH:14])=[O:13] |f:3.4|. Procedure: A mixture of 200 g of 11-bromoundecanoic acid, 60 g of thiourea and 600 mL of absolute ethanol was stirred and heated at reflux for two hours. After heating was stopped a solution of 80 g of sodium hydroxide in 250 mL of water was then added dropwise. The mixture was held overnight and then heated at reflux for three hours. After cooling to room temperature a solid precipitated from solution. The reaction mixture was poured into a mixture of ice and 200 g of concentrated hydrochloric acid. The s... RXN SMILES: [C:1]([CH3:2])([CH3:3])([CH3:4])[O:5][C:6]([CH:7]([NH:8][S:9](=[O:10])(=[O:11])[c:12]1[cH:13][cH:14][c:15]([O:18][c:19]2[cH:20][cH:21][c:22]([Br:25])[cH:23][cH:24]2)[cH:16][cH:17]1)[CH:26]([CH3:27])[CH3:28])=[O:29].[C:30](=[O:31])([O-:32])[O-:33].[CH3:59][CH2:60][O:61][C:62](=[O:63])[CH3:64].[ClH:36].[ClH:45].[K+:34].[K+:35].[O:54]=[CH:55][N:56]([CH3:57])[CH3:58].[OH2:65].[c:46]1([CH2:47][Cl:48])[n:49][cH:50][cH:51][cH:52][cH:53]1.[cH:37]1[c:38]([CH2:43][Cl:44])[cH:39][cH:40][cH:41][n:42]1>>[C:1]([CH3:2])([CH3:3])([CH3:4])[O:5][C:6]([CH:7]([N:8]([S:9](=[O:10])(=[O:11])[c:12]1[cH:13][cH:14][c:15]([O:18][c:19]2[cH:20][cH:21][c:22]([Br:25])[cH:23][cH:24]2)[cH:16][cH:17]1)[CH2:43][c:38]1[cH:37][n:42][cH:41][cH:40][cH:39]1)[CH:26]([CH3:27])[CH3:28])=[O:29]. The reactants are CC(C)C(NS(=O)(=O)c1ccc(Oc2ccc(Br)cc2)cc1)C(=O)OC(C)(C)C, O=C([O-])[O-], CCOC(C)=O, Cl, Cl, [K+], [K+], CN(C)C=O, O, ClCc1ccccn1, ClCc1cccnc1. Yields the product CC(C)C(C(=O)OC(C)(C)C)N(Cc1cccnc1)S(=O)(=O)c1ccc(Oc2ccc(Br)cc2)cc1.